From a dataset of the Open Reaction Database (ORD), a public repository of structured organic reaction records. describe an organic reaction: reactants, conditions, products, and yield The reactants are COC([C@H](CC1=C(C=C(C=C1)OCC1=CC=CC=C1)CC)OCC)=O ((2S)-3-(4-benzyloxy-2-ethyl-phenyl)-2-ethoxy-propionic acid methyl ester). The reagents and catalysts are [Pd] (palladium on charcoal). Product: COC([C@H](CC1=C(C=C(C=C1)O)CC)OCC)=O ((2S)-2-ethoxy-3-(2-ethyl-4-hydroxy-phenyl)-propionic acid methyl ester). RXN SMILES: [CH3:1][O:2][C:3](=[O:25])[C@@H:4]([O:22][CH2:23][CH3:24])[CH2:5][C:6]1[CH:11]=[CH:10][C:9]([O:12]CC2C=CC=CC=2)=[CH:8][C:7]=1[CH2:20][CH3:21]>[Pd]>[CH3:1][O:2][C:3](=[O:25])[C@@H:4]([O:22][CH2:23][CH3:24])[CH2:5][C:6]1[CH:11]=[CH:10][C:9]([OH:12])=[CH:8][C:7]=1[CH2:20][CH3:21]. Reported procedure: In analogy to the procedure described in example 17 d], (2S)-3-(4-benzyloxy-2-ethyl-phenyl)-2-ethoxy-propionic acid methyl ester was hydrogenated over 10% palladium on charcoal to give (2S)-2-ethoxy-3-(2-ethyl-4-hydroxy-phenyl)-propionic acid methyl ester as colorless liquid. Reactants: CI, CCO, CCOC(=O)C(C)c1ccc(Nc2nccs2)cc1. Yields the product [I-], CCOC(=O)C(C)c1ccc(Nc2scc[n+]2C)cc1. RXN SMILES: [CH3:20][I:21].[CH3:22][CH2:23][OH:24].[s:1]1[c:2]([NH:6][c:7]2[cH:8][cH:9][c:10]([CH:13]([C:14](=[O:15])[O:16][CH2:17][CH3:18])[CH3:19])[cH:11][cH:12]2)[n:3][cH:4][cH:5]1>>[I-:21].[s:1]1[c:2]([NH:6][c:7]2[cH:8][cH:9][c:10]([CH:13]([C:14](=[O:15])[O:16][CH2:17][CH3:18])[CH3:19])[cH:11][cH:12]2)[n+:3]([CH3:20])[cH:4][cH:5]1. Run in C1CCOC1 (THF). Procedure: 13.9 ml of borane-THF complex are provided under ice cooling. A solution of 2.0 g of 2-bromo-4-chlorobenzonitrile (Example 65A) in 60 ml of THF is added slowly. The reaction mixture is then heated for 1 h under reflux, cooled and under ice cooling 20 ml of 1N hydrochloric acid are added dropwise. The mixture is heated under reflux for 1 h and left to cool. For the work-up the solution is adjusted to an alkaline pH with a 1N sodium hydroxide solution and extracted with dichloromethane. The organi... Product: BrC1=C(CN)C=CC(=C1)Cl (2-Bromo-4-chlorobenzylamine). Starting materials: Cl (hydrochloric acid), BrC1=C(C#N)C=CC(=C1)Cl (2-Bromo-4-chlorobenzonitrile), [OH-].[Na+] (sodium hydroxide). Reaction SMILES: [Br:1][C:2]1[CH:9]=[C:8]([Cl:10])[CH:7]=[CH:6][C:3]=1[C:4]#[N:5].Cl.[OH-].[Na+]>C1COCC1>[Br:1][C:2]1[CH:9]=[C:8]([Cl:10])[CH:7]=[CH:6][C:3]=1[CH2:4][NH2:5] |f:2.3|. Starting materials: BrC=1C(C2=CC=CC(=C2C(C1Br)=O)OC)=O (2,3-dibromo-1,4-dihydro-1,4-dioxo-5-methoxynaphthalene), N (ammonia), N (ammonia). Run in O1CCCC1 (tetrahydrofuran). The product is NC=1C(C2=C(C=CC=C2C(C1Br)=O)OC)=O (2-Amino-3-bromo-1,4-dihydro-1,4-dioxo-8-methoxynaphthalene). Yield: 82.0%. Reaction SMILES: [Br:1][C:2]1[C:3](=[O:16])[C:4]2[C:9]([C:10](=[O:13])[C:11]=1Br)=[C:8]([O:14][CH3:15])[CH:7]=[CH:6][CH:5]=2.[NH3:17]>O1CCCC1>[NH2:17][C:11]1[C:10](=[O:13])[C:9]2[C:4]([C:3](=[O:16])[C:2]=1[Br:1])=[CH:5][CH:6]=[CH:7][C:8]=2[O:14][CH3:15]. Procedure: To a solution of 500.0 mg (1.5 mmol) of 2,3-dibromo-1,4-dihydro-1,4-dioxo-5-methoxynaphthalene in 25 mL of tetrahydrofuran, a drop of ammonia is added. The color of the reaction medium turns black. A current of ammonia is passed through the medium for 2 h at 20° C. The raw product obtained after evaporation of the solvent is purified on cake (support: silica; eluant: dichloromethane/heptane, 80/20) to produce 347.3 g of a mixture of 2-amino-3-bromo-1,4-dihydro-1,4-dioxo-5-methoxynaphthalene and ... The reactants are C(C)OC(=O)C=1C=NC2=C(C=CC=C2C1Cl)[N+](=O)[O-] (8-nitro-4-chloro-quinoline-3-carboxylic acid ethyl ester), ClC1=CC=C(CN)C=C1 (4-chloro-benzylamine). Product: C(C)OC(=O)C=1C=NC2=C(C=CC=C2C1NCC1=CC=C(C=C1)Cl)N (8-Amino-4-(4-chloro-benzylamino)-quinoline-3-carboxylic acid ethyl ester). Isolated yield 85.0%. Reaction SMILES: [CH2:1]([O:3][C:4]([C:6]1[CH:7]=[N:8][C:9]2[C:14]([C:15]=1Cl)=[CH:13][CH:12]=[CH:11][C:10]=2[N+:17]([O-])=O)=[O:5])[CH3:2].[Cl:20][C:21]1[CH:28]=[CH:27][C:24]([CH2:25][NH2:26])=[CH:23][CH:22]=1>>[CH2:1]([O:3][C:4]([C:6]1[CH:7]=[N:8][C:9]2[C:14]([C:15]=1[NH:26][CH2:25][C:24]1[CH:27]=[CH:28][C:21]([Cl:20])=[CH:22][CH:23]=1)=[CH:13][CH:12]=[CH:11][C:10]=2[NH2:17])=[O:5])[CH3:2]. Procedure: The compound prepared in Example 3 was reacted with 4-chloro-benzylamine according to the method as described in Example 4 and the obtained compound was treated as described in Example 14 to prepare the title compound (yield 85%).